This data is from the Open Reaction Database (ORD), a public repository of structured organic reaction records. The task is: describe an organic reaction: reactants, conditions, products, and yield The reactants are CN(C(=O)OC(C)(C)C)c1cc(Oc2cccc(N)c2)ccc1[N+](=O)[O-], CC(=O)O[BH-](OC(C)=O)OC(C)=O, CC(C)=O, CC(=O)O, [Na+], C1CCOC1. Product: CC(C)Nc1cccc(Oc2ccc([N+](=O)[O-])c(N(C)C(=O)OC(C)(C)C)c2)c1. As a reaction SMILES: [C:1]([CH3:2])([CH3:3])([CH3:4])[O:5][C:6]([N:7]([CH3:8])[c:9]1[c:10]([N+:23](=[O:24])[O-:25])[cH:11][cH:12][c:13]([O:15][c:16]2[cH:17][c:18]([NH2:22])[cH:19][cH:20][cH:21]2)[cH:14]1)=[O:26].[C:35]([O:36][BH-:37]([O:38][C:39](=[O:40])[CH3:41])[O:42][C:43](=[O:44])[CH3:45])(=[O:46])[CH3:47].[CH3:27][C:28]([CH3:29])=[O:30].[CH3:31][C:32](=[O:33])[OH:34].[Na+:48].[O:49]1[CH2:50][CH2:51][CH2:52][CH2:53]1>>[C:1]([CH3:2])([CH3:3])([CH3:4])[O:5][C:6]([N:7]([CH3:8])[c:9]1[c:10]([N+:23](=[O:24])[O-:25])[cH:11][cH:12][c:13]([O:15][c:16]2[cH:17][c:18]([NH:22][CH:28]([CH3:27])[CH3:29])[cH:19][cH:20][cH:21]2)[cH:14]1)=[O:26]. Starting materials: CN(C)C=O, COc1nc(Cl)cnc1NC(=O)OCC(C)C, [H-], O=S(=O)(Cl)c1ccccc1I, [Na+]. Product: COc1nc(Cl)cnc1N(C(=O)OCC(C)C)S(=O)(=O)c1ccccc1I. Reaction SMILES: [CH3:31][N:32]([CH3:33])[CH:34]=[O:35].[Cl:1][c:2]1[n:3][c:4]([O:16][CH3:17])[c:5]([NH:8][C:9]([O:10][CH2:11][CH:12]([CH3:13])[CH3:14])=[O:15])[n:6][cH:7]1.[H-:18].[I:20][c:21]1[c:22]([S:27](=[O:28])(=[O:29])[Cl:30])[cH:23][cH:24][cH:25][cH:26]1.[Na+:19]>>[Cl:1][c:2]1[n:3][c:4]([O:16][CH3:17])[c:5]([N:8]([C:9]([O:10][CH2:11][CH:12]([CH3:13])[CH3:14])=[O:15])[S:27]([c:22]2[c:21]([I:20])[cH:26][cH:25][cH:24][cH:23]2)(=[O:28])=[O:29])[n:6][cH:7]1. Reactants: ClC=1C2=C(N=C(N1)C(C)C)CCCS2 (4-chloro-7,8-dihydro-2-(1-methylethyl)-6H-thiopyrano[3,2-d]-pyrimidine), C(C)(C)(C)OC(=O)N1CCNCC1 (N-tert-butoxycarbonylpiperazine). Solvent: C(CC(C)C)O (isoamyl alcohol). Yields the product Cl.Cl.CC(C)C=1N=C(C2=C(N1)CCCS2)N2CCNCC2 (7,8-Dihydro-2-(1-methylethyl)-4-(1-piperazinyl)-6H-thiopyrano[3,2-d]pyrimidine dihydrochloride). RXN SMILES: [Cl:1][C:2]1[C:3]2[S:14][CH2:13][CH2:12][CH2:11][C:4]=2[N:5]=[C:6]([CH:8]([CH3:10])[CH3:9])[N:7]=1.C(OC([N:22]1[CH2:27][CH2:26][NH:25][CH2:24][CH2:23]1)=O)(C)(C)C>C(O)CC(C)C>[ClH:1].[ClH:1].[CH3:9][CH:8]([C:6]1[N:7]=[C:2]([N:22]2[CH2:27][CH2:26][NH:25][CH2:24][CH2:23]2)[C:3]2[S:14][CH2:13][CH2:12][CH2:11][C:4]=2[N:5]=1)[CH3:10] |f:3.4.5|. Procedure details: A solution of 4-chloro-7,8-dihydro-2-(1-methylethyl)-6H-thiopyrano[3,2-d]-pyrimidine (from Table I) (2.8 g) and N-tert-butoxycarbonylpiperazine (5.0 g) in isoamyl alcohol (50 ml) was heated at reflux for 1 hour, cooled, filtered and the solvent distilled at reduced pressure. The residue was dissolved in ether, washed with H2O and brine, dried over magnesium sulfate and evaporated in vacuo. To the residue was added trifluoroacetic acid (40 ml) which after 1 hour was distilled at reduced pressure.... Reaction SMILES: C(OC([NH:8][CH2:9][CH2:10][NH:11][C:12]1[CH:13]=[CH:14][N:15]2[C:20]([CH:21]=1)=[CH:19][CH:18]=[C:17]([C:22]([NH:24][CH:25]([C:30]1[CH:35]=[CH:34][CH:33]=[CH:32][CH:31]=1)[CH2:26][C:27]([OH:29])=[O:28])=[O:23])[C:16]2=[O:36])=O)(C)(C)C.FC(F)(F)C(O)=O>ClCCl>[NH2:8][CH2:9][CH2:10][NH:11][C:12]1[CH:13]=[CH:14][N:15]2[C:20]([CH:21]=1)=[CH:19][CH:18]=[C:17]([C:22]([NH:24][CH:25]([C:30]1[CH:31]=[CH:32][CH:33]=[CH:34][CH:35]=1)[CH2:26][C:27]([OH:29])=[O:28])=[O:23])[C:16]2=[O:36]. Yields the product NCCNC=1C=CN2C(C(=CC=C2C1)C(=O)NC(CC(=O)O)C1=CC=CC=C1)=O ((+/−)-3-{[8-(2-Amino-ethylamino)-4-oxo-4H-quinolizine-3-carbonyl]-amino}-3-phenyl-propionic Acid). Solvent: ClCCl (dichloromethane). Reactants: C(C)(C)(C)OC(=O)NCCNC=1C=CN2C(C(=CC=C2C1)C(=O)NC(CC(=O)O)C1=CC=CC=C1)=O ((+/−)-3-{[8-(2-tert-butoxycarbonylamino-ethylamino)-4-oxo-4H-quinolizine-3-carbonyl]-amino}-3-phenyl-propionic acid), FC(C(=O)O)(F)F (trifluoroacetic acid). Reaction conditions: time 45 minute. Reported procedure: To a stirred solution of (+/−)-3-{[8-(2-tert-butoxycarbonylamino-ethylamino)-4-oxo-4H-quinolizine-3-carbonyl]-amino}-3-phenyl-propionic acid (20.5 mg, 0.042 mmol) in dichloromethane (1 ml) at room temperature was added trifluoroacetic acid (1 ml). The resulting mixture was stirred at room temperature for 45 min. The solvent was removed under vacuum and the resulting residue was subjected to a silica gel chromatography (EtOH:H2O: NH4OH, 90:5:5) to give desired product which was further lyophilize... Reactants: OC(=C(C#N)C#N)C1=CC=C(C=C1)OC1=CC=CC=C1 (2-(hydroxy(4-phenoxyphenyl)methylene)malononitrile), C(OC)(OC)OC (CH(OMe)3). Product: COC(=C(C#N)C#N)C1=CC=C(C=C1)OC1=CC=CC=C1 (2-(methoxy(4-phenoxyphenyl)methylene)malononitrile). Yield: 47.5%. As a reaction SMILES: [OH:1][C:2]([C:8]1[CH:13]=[CH:12][C:11]([O:14][C:15]2[CH:20]=[CH:19][CH:18]=[CH:17][CH:16]=2)=[CH:10][CH:9]=1)=[C:3]([C:6]#[N:7])[C:4]#[N:5].[CH:21](OC)(OC)OC>>[CH3:21][O:1][C:2]([C:8]1[CH:13]=[CH:12][C:11]([O:14][C:15]2[CH:20]=[CH:19][CH:18]=[CH:17][CH:16]=2)=[CH:10][CH:9]=1)=[C:3]([C:4]#[N:5])[C:6]#[N:7]. Reported procedure: A solution of 2-(hydroxy(4-phenoxyphenyl)methylene)malononitrile (50 g, 190.8 mmol) in CH(OMe)3 (500 mL) was heated to 75° C. for 16 hr. Then the mixture was concentrated to a residue and washed with MeOH (50 mL) to give 25 g (47.5%) of 2-(methoxy(4-phenoxyphenyl)methylene)malononitrile as a yellow solid. 1H NMR (DMSO-d6) δ 7.70 (d, J=8.4 Hz, 2H), 7.52-7.45 (m, 2H), 7.28 (t, J=7.6 Hz, 1H), 7.22-7.06 (m, 4H), 3.93 (s, 3H). MS (ESI) m/e [M+1]+ 276.9. Reactants: ClCCl, CCO, Cc1cc([N+](=O)[O-])c(C)nc1OC(F)F. The product is Cc1cc(N)c(C)nc1OC(F)F. As a reaction SMILES: [CH2:16]([Cl:17])[Cl:18].[CH3:19][CH2:20][OH:21].[F:1][CH:2]([O:3][c:4]1[n:5][c:6]([CH3:14])[c:7]([N+:11]([O-:12])=[O:13])[cH:8][c:9]1[CH3:10])[F:15]>>[F:1][CH:2]([O:3][c:4]1[n:5][c:6]([CH3:14])[c:7]([NH2:11])[cH:8][c:9]1[CH3:10])[F:15]. The reactants are Cl, CCOC(=O)CN=C=O, COC(=O)C(N)CNC(=O)OC(C)(C)C, C1CCOC1. Yields the product CCOC(=O)CNC(=O)NC(CNC(=O)OC(C)(C)C)C(=O)OC. Reaction SMILES: [ClH:10].[N:1](=[C:2]=[O:3])[CH2:4][C:5](=[O:6])[O:7][CH2:8][CH3:9].[NH2:11][CH:12]([C:13](=[O:14])[O:15][CH3:16])[CH2:17][NH:18][C:19](=[O:20])[O:21][C:22]([CH3:23])([CH3:24])[CH3:25].[O:26]1[CH2:27][CH2:28][CH2:29][CH2:30]1>>[NH:1]([C:2](=[O:3])[NH:11][CH:12]([C:13](=[O:14])[O:15][CH3:16])[CH2:17][NH:18][C:19](=[O:20])[O:21][C:22]([CH3:23])([CH3:24])[CH3:25])[CH2:4][C:5](=[O:6])[O:7][CH2:8][CH3:9].